Dataset: the Open Reaction Database (ORD), a public repository of structured organic reaction records. Task: describe an organic reaction: reactants, conditions, products, and yield Procedure details: To E-α-hydroxyimino-2-phenoxyphenylacetic acid methyl ester (1.09 g, 0.004 mole) were added dried dimethylformamide (6 ml) and potassium hydroxide (0.29 g, 0.0044 mole) and the mixture was stirred at room temperature for 15 minutes. Then, dried toluene (6 ml) was added to the mixture, to this was further added dropwise dimethylsulfate (0.61 g, 0.0044 mole) under ice cooling. After completion of the addition, the mixture was stirred at room temperature for 2 hours. Then, ether (100 ml) was added,... Isolated yield 80.6%. Run in CCOCC (ether), C1(=CC=CC=C1)C (toluene). Conditions: time 15 minute. Yields the product COC(/C(=N/OC)/C1=C(C=CC=C1)OC1=CC=CC=C1)=O (E-α-methoxyimino-2-phenoxyphenylacetic acid methyl ester). Reactants: COC(/C(=N/O)/C1=C(C=CC=C1)OC1=CC=CC=C1)=O (E-α-hydroxyimino-2-phenoxyphenylacetic acid methyl ester), CN(C=O)C (dimethylformamide), [OH-].[K+] (potassium hydroxide), COS(=O)(=O)OC (dimethylsulfate). Reaction SMILES: [CH3:1][O:2][C:3](=[O:20])/[C:4](/[C:7]1[CH:12]=[CH:11][CH:10]=[CH:9][C:8]=1[O:13][C:14]1[CH:19]=[CH:18][CH:17]=[CH:16][CH:15]=1)=[N:5]/[OH:6].[CH3:21]N(C)C=O.[OH-].[K+].COS(OC)(=O)=O>CCOCC.C1(C)C=CC=CC=1>[CH3:1][O:2][C:3](=[O:20])/[C:4](/[C:7]1[CH:12]=[CH:11][CH:10]=[CH:9][C:8]=1[O:13][C:14]1[CH:19]=[CH:18][CH:17]=[CH:16][CH:15]=1)=[N:5]/[O:6][CH3:21] |f:2.3|. RXN SMILES: [C:30](=[O:31])([O-:32])[O-:33].[CH3:1][CH2:2][C:3](=[O:4])[N:5]([CH:6]1[CH2:7][CH2:8][NH:9][CH2:10][CH2:11]1)[c:12]1[cH:13][cH:14][cH:15][cH:16][cH:17]1.[CH3:38][CH:39]([CH3:40])[CH2:41][C:42](=[O:43])[CH3:44].[I-:37].[K+:34].[K+:35].[N+:18](=[O:19])([O-:20])[c:21]1[cH:22][cH:23][c:24]([CH2:25][CH2:26][Br:27])[cH:28][cH:29]1.[Na+:36]>>[CH3:1][CH2:2][C:3](=[O:4])[N:5]([CH:6]1[CH2:7][CH2:8][N:9]([CH2:26][CH2:25][c:24]2[cH:23][cH:22][c:21]([N+:18](=[O:19])[O-:20])[cH:29][cH:28]2)[CH2:10][CH2:11]1)[c:12]1[cH:13][cH:14][cH:15][cH:16][cH:17]1. Reactants: O=C([O-])[O-], CCC(=O)N(c1ccccc1)C1CCNCC1, CC(=O)CC(C)C, [I-], [K+], [K+], O=[N+]([O-])c1ccc(CCBr)cc1, [Na+]. Product: CCC(=O)N(c1ccccc1)C1CCN(CCc2ccc([N+](=O)[O-])cc2)CC1. Reactants: C(C1=CC=CC=C1)N1C(CCC1)=O (N-benzylpyrrolidone), C1(=C(C=CC=C1)N)N (o-phenylenediamine). Product: C(C1=CC=CC=C1)NCCCC=1NC2=C(N1)C=CC=C2 (2-(3-benzylaminopropyl)benzimidazole). As a reaction SMILES: [CH2:1]([N:8]1[CH2:12][CH2:11][CH2:10][C:9]1=O)[C:2]1[CH:7]=[CH:6][CH:5]=[CH:4][CH:3]=1.[C:14]1([NH2:21])[CH:19]=[CH:18][CH:17]=[CH:16][C:15]=1[NH2:20]>>[CH2:1]([NH:8][CH2:12][CH2:11][CH2:10][C:9]1[NH:20][C:15]2[CH:16]=[CH:17][CH:18]=[CH:19][C:14]=2[N:21]=1)[C:2]1[CH:3]=[CH:4][CH:5]=[CH:6][CH:7]=1. Procedure details: By the procedure of Example 2 N-benzylpyrrolidone was reacted with o-phenylenediamine to yield 2-(3-benzylaminopropyl)benzimidazole. The reactants are C(CCCCCCCCCCC)(=O)C1=CN(C2=CC=CC=C12)CCCC(=O)OCC (ethyl 4-(3-dodecanoyl-1-indolyl)butyrate), C(CCCCCC)(=O)C1=CN(C2=CC=CC=C12)CCCC(=O)OCC (ethyl 4-(3-heptanoyl-1-indolyl)butyrate). Product: C(CCCCCCCCCCC)(=O)C1=CN(C2=CC=CC=C12)CCCC(=O)O (4-(3-dodecanoyl-1-indolyl)butyric acid). Reaction SMILES: [C:1]([C:14]1[C:22]2[C:17](=[CH:18][CH:19]=[CH:20][CH:21]=2)[N:16]([CH2:23][CH2:24][CH2:25][C:26]([O:28]CC)=[O:27])[CH:15]=1)(=[O:13])[CH2:2][CH2:3][CH2:4][CH2:5][CH2:6][CH2:7][CH2:8][CH2:9][CH2:10][CH2:11][CH3:12].C(C1C2C(=CC=CC=2)N(CCCC(OCC)=O)C=1)(=O)CCCCCC>>[C:1]([C:14]1[C:22]2[C:17](=[CH:18][CH:19]=[CH:20][CH:21]=2)[N:16]([CH2:23][CH2:24][CH2:25][C:26]([OH:28])=[O:27])[CH:15]=1)(=[O:13])[CH2:2][CH2:3][CH2:4][CH2:5][CH2:6][CH2:7][CH2:8][CH2:9][CH2:10][CH2:11][CH3:12]. Procedure: The procedure of Ex. 2 was repeated except that ethyl 4-(3-dodecanoyl-1-indolyl)butyrate obtained in Ex. 11 was used in place of ethyl 4-(3-heptanoyl-1-indolyl)butyrate to give 4-(3-dodecanoyl-1-indolyl)butyric acid.